Dataset: the Open Reaction Database (ORD), a public repository of structured organic reaction records. Task: describe an organic reaction: reactants, conditions, products, and yield Reactants: CC1CCC(N1)=O (5-methylpyrrolidin-2-one), BrC1=CC(=C(C=C1)C(=O)N1CCN(CC1)C1=NC=C(C=C1C)C)F ((4-bromo-2-fluorophenyl)[4-(3,5-dimethylpyridin-2-yl)piperazin-1-yl]methanone). Yields the product CC=1C(=NC=C(C1)C)N1CCN(CC1)C(=O)C1=C(C=C(C=C1)N1C(CCC1C)=O)F (1-{4-[4-(3,5-dimethylpyridin-2-yl)piperazine-1-carbonyl]-3-fluorophenyl}-5-methylpyrrolidin-2-one). Yield: 42.0%. Reaction SMILES: [CH3:1][CH:2]1[NH:6][C:5](=[O:7])[CH2:4][CH2:3]1.Br[C:9]1[CH:14]=[CH:13][C:12]([C:15]([N:17]2[CH2:22][CH2:21][N:20]([C:23]3[C:28]([CH3:29])=[CH:27][C:26]([CH3:30])=[CH:25][N:24]=3)[CH2:19][CH2:18]2)=[O:16])=[C:11]([F:31])[CH:10]=1>>[CH3:29][C:28]1[C:23]([N:20]2[CH2:21][CH2:22][N:17]([C:15]([C:12]3[CH:13]=[CH:14][C:9]([N:6]4[CH:2]([CH3:1])[CH2:3][CH2:4][C:5]4=[O:7])=[CH:10][C:11]=3[F:31])=[O:16])[CH2:18][CH2:19]2)=[N:24][CH:25]=[C:26]([CH3:30])[CH:27]=1. Procedure details: Using 5-methylpyrrolidin-2-one (54 mg) and (4-bromo-2-fluorophenyl)[4-(3,5-dimethylpyridin-2-yl)piperazin-1-yl]methanone (240 mg) described in Preparation Example 114 and by the reaction and treatment in the same manner as in Example 1, the title compound (94 mg) was obtained. RXN SMILES: [CH3:28][N:29]([CH3:30])[CH:31]=[O:32].[H-:1].[H:8][H:9].[Na+:2].[O:10]([c:11]1[cH:12][cH:13][cH:14][cH:15][cH:16]1)[c:17]1[cH:18][cH:19][c:20]([O:21][CH2:22][CH2:23][CH2:24][Br:25])[cH:26][cH:27]1.[OH2:33].[nH:3]1[cH:4][n:5][cH:6][cH:7]1>>[n:3]1([CH2:24][CH2:23][CH2:22][O:21][c:20]2[cH:19][cH:18][c:17]([O:10][c:11]3[cH:12][cH:13][cH:14][cH:15][cH:16]3)[cH:27][cH:26]2)[cH:4][n:5][cH:6][cH:7]1. Reactants: CN(C)C=O, [H-], [H][H], [Na+], BrCCCOc1ccc(Oc2ccccc2)cc1, O, c1c[nH]cn1. The product is c1ccc(Oc2ccc(OCCCn3ccnc3)cc2)cc1. Reactants: CCCCNc1ccc(C(O)(C(F)(F)F)C(F)(F)F)cc1, CN(C)C(=S)Cl, ClCCl. Product: CCCCN(C(=S)N(C)C)c1ccc(C(O)(C(F)(F)F)C(F)(F)F)cc1. RXN SMILES: [CH2:1]([CH2:2][CH2:3][CH3:4])[NH:5][c:6]1[cH:7][cH:8][c:9]([C:12]([C:13]([F:14])([F:15])[F:16])([C:17]([F:18])([F:19])[F:20])[OH:21])[cH:10][cH:11]1.[CH3:22][N:23]([C:24](=[S:25])[Cl:26])[CH3:27].[Cl:28][CH2:29][Cl:30]>>[CH2:1]([CH2:2][CH2:3][CH3:4])[N:5]([c:6]1[cH:7][cH:8][c:9]([C:12]([C:13]([F:14])([F:15])[F:16])([C:17]([F:18])([F:19])[F:20])[OH:21])[cH:10][cH:11]1)[C:24]([N:23]([CH3:22])[CH3:27])=[S:25]. As a reaction SMILES: [CH2:1]([c:2]1[cH:3][cH:4][cH:5][cH:6][cH:7]1)[O:8][c:9]1[c:10]([NH:26][CH:27]=[O:28])[cH:11][c:12]([CH:15]([CH2:16][Br:17])[O:18][Si:19]([CH3:20])([CH3:21])[C:22]([CH3:23])([CH3:24])[CH3:25])[cH:13][cH:14]1.[CH3:37][N:38]1[CH2:39][CH2:40][CH2:41][C:42]1=[O:43].[NH2:29][CH2:30][c:31]1[cH:32][cH:33][cH:34][cH:35][cH:36]1>>[CH2:1]([c:2]1[cH:3][cH:4][cH:5][cH:6][cH:7]1)[O:8][c:9]1[c:10]([NH:26][CH:27]=[O:28])[cH:11][c:12]([CH:15]([CH2:16][NH:29][CH2:30][c:31]2[cH:32][cH:33][cH:34][cH:35][cH:36]2)[O:18][Si:19]([CH3:20])([CH3:21])[C:22]([CH3:23])([CH3:24])[CH3:25])[cH:13][cH:14]1. Product: CC(C)(C)[Si](C)(C)OC(CNCc1ccccc1)c1ccc(OCc2ccccc2)c(NC=O)c1. The reactants are CC(C)(C)[Si](C)(C)OC(CBr)c1ccc(OCc2ccccc2)c(NC=O)c1, CN1CCCC1=O, NCc1ccccc1. Reactants: NC1=CC=C(C=C1)C=1CCC(NN1)=O (6-(p-aminophenyl)-4,5-dihydropyridaz-3-one), ClCCC(=O)Cl (3-chloropropionyl chloride). Solvent: C1=CC=CC=C1 (benzene). Product: ClCCC(=O)NC1=CC=C(C=C1)C=1CCC(NN1)=O (6-[p-(3-chloropropionylamino)-phenyl]-4,5-dihydropyridaz-3-one). Isolated yield 97.2%. RXN SMILES: [NH2:1][C:2]1[CH:7]=[CH:6][C:5]([C:8]2[CH2:9][CH2:10][C:11](=[O:14])[NH:12][N:13]=2)=[CH:4][CH:3]=1.[Cl:15][CH2:16][CH2:17][C:18](Cl)=[O:19]>C1C=CC=CC=1>[Cl:15][CH2:16][CH2:17][C:18]([NH:1][C:2]1[CH:7]=[CH:6][C:5]([C:8]2[CH2:9][CH2:10][C:11](=[O:14])[NH:12][N:13]=2)=[CH:4][CH:3]=1)=[O:19]. Procedure: 18.9 g (0.10 mole) of 6-(p-aminophenyl)-4,5-dihydropyridaz-3-one and 15.2 g (0.12 mole) of 3-chloropropionyl chloride in 90 ml of absolute benzene are refluxed for 2 hours. The product is filtered off at 10° C., washed first with benzene and then with water, and dried under reduced pressure at 100° C. 27.2 g (97% of theory) of 6-[p-(3-chloropropionylamino)-phenyl]-4,5-dihydropyridaz-3-one are obtained as a colorless substance which, after recrystallization from dimethylformamide/water, melts, wi... Starting materials: N1=C2C(=NS1)C(=CC=C2)S(=O)(=O)NC2=C(C(=O)O)C=CC(=C2)I (2-(Benzo[1,2,5]thiadiazole-4-sulfonylamino)-4-iodo-benzoic acid), Cl.COC([C@H](CC1=CC(=C(C=C1)Cl)I)N)=O ((S)-2-amino-3-(4-chloro-3-iodo-phenyl)-propionic acid methyl ester hydrochloride). Yields the product COC([C@H](CC1=CC(=C(C=C1)Cl)I)NC(C1=C(C=C(C=C1)I)NS(=O)(=O)C1=CC=CC=2C1=NSN2)=O)=O ((S)-2-[2-(Benzo[1,2,5]thiadiazole-4-sulfonylamino)-4-iodo-benzoylamino]-3-(4-chloro-3-iodo-phenyl)-propionic acid methyl ester). Reaction SMILES: [N:1]1[S:5][N:4]=[C:3]2[C:6]([S:10]([NH:13][C:14]3[CH:22]=[C:21]([I:23])[CH:20]=[CH:19][C:15]=3[C:16](O)=[O:17])(=[O:12])=[O:11])=[CH:7][CH:8]=[CH:9][C:2]=12.Cl.[CH3:25][O:26][C:27](=[O:39])[C@@H:28]([NH2:38])[CH2:29][C:30]1[CH:35]=[CH:34][C:33]([Cl:36])=[C:32]([I:37])[CH:31]=1>>[CH3:25][O:26][C:27](=[O:39])[C@@H:28]([NH:38][C:16](=[O:17])[C:15]1[CH:19]=[CH:20][C:21]([I:23])=[CH:22][C:14]=1[NH:13][S:10]([C:6]1[C:3]2=[N:4][S:5][N:1]=[C:2]2[CH:9]=[CH:8][CH:7]=1)(=[O:12])=[O:11])[CH2:29][C:30]1[CH:35]=[CH:34][C:33]([Cl:36])=[C:32]([I:37])[CH:31]=1 |f:1.2|. Reported procedure: 2-(Benzo[1,2,5]thiadiazole-4-sulfonylamino)-4-iodo-benzoic acid was coupled to (S)-2-amino-3-(4-chloro-3-iodo-phenyl)-propionic acid methyl ester hydrochloride as in EXAMPLE 1, Part C, to afford title compound. HPLC: RT=10.87 min. MS (ESI+): mass calcd. for C23H17ClI2N4O5S2, 782.80; m/z found, 783/785 [M+H]+. 1H NMR (400 MHz, CDCl3): 11.31 (s,1H), 8.37 (dd, J=7.0, 0.9, 1H), 8.23 (dd, J=8.8, 0.9, 1H), 8.09 (d, J=1.5, 1H), 7.73 (dd, J=8.8, 7.1, 1H), 7.55 (d, J=2.0, 1H), 7.35-7.33 (m, 2H), 7.00-6.9... The reactants are NC=1C(=NON1)C=1N(C2=C(C(=NC=C2OC[C@@H]2CNCCO2)C#CC(C)(O)C)N1)CC (4-(2-(4-Amino-1,2,5-oxadiazol-3-yl)-1-ethyl-7-{[(2S)-2-morpholinylmethyl]oxy}-1H-imidazo[4,5-c]pyridin-4-yl)-2-methyl-3-butyn-2-ol), C(C)=O (acetaldehyde), C(C)(=O)O (acetic acid), [BH3-]C#N.[Na+] (NaCNBH3), C(=O)(O)[O-].[Na+] (NaHCO3). The solvent is CO (MeOH). Reaction conditions: time 18 hour. Product: NC=1C(=NON1)C=1N(C2=C(C(=NC=C2OC[C@@H]2CN(CCO2)CC)C#CC(C)(O)C)N1)CC (4-[2-(4-amino-1,2,5-oxadiazol-3-yl)-1-ethyl-7-({[(2S)-4-ethyl-2-morpholinyl]methyl}oxy)-1H-imidazo[4,5-c]pyridin-4-yl]-2-methyl-3-butyn-2-ol). Yield: 73.2%. RXN SMILES: [NH2:1][C:2]1[C:3]([C:7]2[N:8]([CH2:30][CH3:31])[C:9]3[C:14]([O:15][CH2:16][C@H:17]4[O:22][CH2:21][CH2:20][NH:19][CH2:18]4)=[CH:13][N:12]=[C:11]([C:23]#[C:24][C:25]([CH3:28])([OH:27])[CH3:26])[C:10]=3[N:29]=2)=[N:4][O:5][N:6]=1.[CH:32](=O)[CH3:33].C(O)(=O)C.[BH3-]C#N.[Na+].C([O-])(O)=O.[Na+]>CO>[NH2:1][C:2]1[C:3]([C:7]2[N:8]([CH2:30][CH3:31])[C:9]3[C:14]([O:15][CH2:16][C@H:17]4[O:22][CH2:21][CH2:20][N:19]([CH2:32][CH3:33])[CH2:18]4)=[CH:13][N:12]=[C:11]([C:23]#[C:24][C:25]([CH3:26])([OH:27])[CH3:28])[C:10]=3[N:29]=2)=[N:4][O:5][N:6]=1 |f:3.4,5.6|. Procedure: To a solution of the compound of Example 4 (0.13 g, 0.30 mmol) in MeOH (4 mL) at 0° C. was added acetaldehyde (0.034 mL, 0.61 mmol) and acetic acid (0.052 mL. 0.90 mmol). This was followed by the addition of NaCNBH3 (0.048 g, 0.76 mmol). The reaction was allowed to warm to RT. After 18 h, the reaction was poured into 50% aq. NaHCO3. The solution was cooled to 0° C. and the resultant precipitate was collected to give 0.10 g of the desired compound. MS (ES+) m/z 456.4 (M+H)+.